Dataset: the Open Reaction Database (ORD), a public repository of structured organic reaction records. Task: describe an organic reaction: reactants, conditions, products, and yield Starting materials: C(C1=CC=CC=C1)OC(=O)N[C@@H](C)C(=O)N1CC2(SCCS2)C[C@H]1C(=O)O (7-[N-benzyloxycarbonyl-(S)-alanyl]-1,4-dithia-7-azaspiro[4.4]nonane-8(S)-carboxylic acid), Br (hydrobromic acid), C(C)OCC (diethyl ether). Run in C(C)(=O)O (acetic acid). Run at time 2 hour. Yields the product Br.N[C@@H](C)C(=O)N1CC2(SCCS2)C[C@H]1C(=O)O (7-[(S)-alanyl]- 1,4-dithia-7-azaspiro[4.4]nonane-8(S)-carboxylic acid hydrobromide). Reaction SMILES: C(OC([NH:11][C@H:12]([C:14]([N:16]1[C@H:24]([C:25]([OH:27])=[O:26])[CH2:23][C:18]2([S:22][CH2:21][CH2:20][S:19]2)[CH2:17]1)=[O:15])[CH3:13])=O)C1C=CC=CC=1.C(OCC)C.[BrH:33]>C(O)(=O)C>[BrH:33].[NH2:11][C@H:12]([C:14]([N:16]1[C@H:24]([C:25]([OH:27])=[O:26])[CH2:23][C:18]2([S:22][CH2:21][CH2:20][S:19]2)[CH2:17]1)=[O:15])[CH3:13] |f:4.5|. Procedure: Dissolve 1.4 g of 7-[N-benzyloxycarbonyl-(S)-alanyl]-1,4-dithia-7-azaspiro[4.4]nonane-8(S)-carboxylic acid in 20 ml of 20% hydrobromic acid in glacial acetic acid and stir the mixture at room temperature for 2 hours. Add the mixture dropwise to diethyl ether at 0°-5° C. to give 7-[(S)-alanyl]- 1,4-dithia-7-azaspiro[4.4]nonane-8(S)-carboxylic acid hydrobromide which is used immediately in the process described in paragraph F below. The reactants are CC(C)(C)OC(=O)NC(=S)NC(=O)OC(C)(C)C, COc1ccnc(-c2cc(N)ccc2C)c1, C[n+]1ccccc1Cl, CCN(C(C)C)C(C)C, ClCCl, [I-]. Product: COc1ccnc(-c2cc(N=C(NC(=O)OC(C)(C)C)NC(=O)OC(C)(C)C)ccc2C)c1. RXN SMILES: [C:17]([CH3:18])([CH3:19])([CH3:20])[O:21][C:22](=[O:23])[NH:24][C:25](=[S:26])[NH:27][C:28](=[O:29])[O:30][C:31]([CH3:32])([CH3:33])[CH3:34].[CH3:1][O:2][c:3]1[cH:4][c:5](-[c:9]2[cH:10][c:11]([NH2:12])[cH:13][cH:14][c:15]2[CH3:16])[n:6][cH:7][cH:8]1.[CH3:45][n+:46]1[cH:47][cH:48][cH:49][cH:50][c:51]1[Cl:52].[CH:35]([N:36]([CH:37]([CH3:38])[CH3:39])[CH2:40][CH3:41])([CH3:42])[CH3:43].[Cl:53][CH2:54][Cl:55].[I-:44]>>[CH3:1][O:2][c:3]1[cH:4][c:5](-[c:9]2[cH:10][c:11]([N:12]=[C:25]([NH:24][C:22]([O:21][C:17]([CH3:18])([CH3:19])[CH3:20])=[O:23])[NH:27][C:28](=[O:29])[O:30][C:31]([CH3:32])([CH3:33])[CH3:34])[cH:13][cH:14][c:15]2[CH3:16])[n:6][cH:7][cH:8]1. Reactants: ClC=1SC=CN1 (2-chlorothiazole), ClC1=C(C(=CC=C1)C)N=C=O (2-chloro-6-methylphenylisocyanate), C(CCC)[Li] (n-butyl lithium). Solvent: O1CCCC1 (tetrahydrofuran). Yields the product ClC=1SC(=CN1)C(=O)NC1=C(C=CC=C1C)Cl (2-chloro-N-(2-chloro-6-methylphenyl)-1,3-thiazole-5-carboxamide). As a reaction SMILES: [Cl:1][C:2]1[S:3][CH:4]=[CH:5][N:6]=1.[Cl:7][C:8]1[CH:13]=[CH:12][CH:11]=[C:10]([CH3:14])[C:9]=1[N:15]=[C:16]=[O:17].C([Li])CCC>O1CCCC1>[Cl:1][C:2]1[S:3][C:4]([C:16]([NH:15][C:9]2[C:10]([CH3:14])=[CH:11][CH:12]=[CH:13][C:8]=2[Cl:7])=[O:17])=[CH:5][N:6]=1. Procedure: The first step of the process involves reacting 2-chlorothiazole with 2-chloro-6-methylphenylisocyanate in the presence of n-butyl lithium in tetrahydrofuran to obtain 2-chloro-N-(2-chloro-6-methylphenyl)-1,3-thiazole-5-carboxamide. The second step involves reacting 2-chloro-N-(2-chloro-6-methylphenyl)-1,3-thiazole-5-carboxamide with 4-methoxybenzylchloride in the presence of sodium hydride in tetrahydrofuran to obtain 2-chloro-N-(2-chloro-6-methylphenyl)-N-(4-methoxybenzyl)-1,3-thiazole-5-carbo...